From a dataset of the Open Reaction Database (ORD), a public repository of structured organic reaction records. describe an organic reaction: reactants, conditions, products, and yield Starting materials: CN(C)C=O (DMF), C(C(=O)Cl)(=O)Cl (oxalyl chloride), CC=1SC(=C(N1)C(=O)O)C1=CC=CC=C1 (2-methyl-5-phenyl-1,3-thiazole-4-carboxylic acid). Run in C(Cl)Cl (CH2Cl2). Reaction conditions: temperature 0 celsius, time 4 hour. The product is CC=1SC(=C(N1)C(=O)Cl)C1=CC=CC=C1 (2-methyl-5-phenyl-1,3-thiazole-4-carbonyl chloride). As a reaction SMILES: [CH3:1][C:2]1[S:3][C:4]([C:10]2[CH:15]=[CH:14][CH:13]=[CH:12][CH:11]=2)=[C:5]([C:7](O)=[O:8])[N:6]=1.CN(C=O)C.C(Cl)(=O)C([Cl:24])=O>C(Cl)Cl>[CH3:1][C:2]1[S:3][C:4]([C:10]2[CH:15]=[CH:14][CH:13]=[CH:12][CH:11]=2)=[C:5]([C:7]([Cl:24])=[O:8])[N:6]=1. Procedure details: To a suspension of 2-methyl-5-phenyl-1,3-thiazole-4-carboxylic acid (1.47 g, 6.70 mmol) in CH2Cl2 (30 mL) cooled at 0° C. was added DMF (26 μL, 0.34 mmol) and oxalyl chloride (0.73 mL, 8.38 mmol). The reaction was allowed to warm to ambient temperature and stirred for 4 h. The solution was concentrated in vacuo to provide 2-methyl-5-phenyl-1,3-thiazole-4-carbonyl chloride as a yellow-orange oil which gave a mass ion (ES+) of 236.3. 1H NMR δ (ppm) (CDCl3): 7.42-7.46 (5H, m), 2.78 (3H, s). Conditions: temperature 120 celsius, time 2 hour. Reported procedure: A 10 mL flask was charged with N-(6-(6-chloro-5-((2-methoxyethoxy)methoxy)pyridin-3-yl)benzo[d]thiazol-2-yl)acetamide (0.0683 g, 0.167 mmol), 5 mL TFE, a stirbar and 2.0 M HCl (0.251 ml, 0.502 mmol). The flask was fitted with a reflux condenser, heated in a 120° C. oil bath for 45 minutes and cooled. The solvent was removed in vacuo, and the residue was suspended in 3 mL EtOH, and heated with a 120° C. oil bath for 5 minutes and cooled. HPLC-MS showed that a significant amount of de-acetylation ... Yield: 52.0%. The product is C(C)(=O)OC=1C(=NC=C(C1)C1=CC2=C(N=C(S2)NC(C)=O)C=C1)Cl (5-(2-acetamidobenzo[d]thiazol-6-yl)-2-chloropyridin-3-yl acetate). Reaction SMILES: [Cl:1][C:2]1[N:7]=[CH:6][C:5]([C:8]2[CH:20]=[CH:19][C:11]3[N:12]=[C:13]([NH:15][C:16](=[O:18])[CH3:17])[S:14][C:10]=3[CH:9]=2)=[CH:4][C:3]=1[O:21][CH2:22][O:23]CCOC.Cl.[CH3:29]C(OC(C)=O)=O>>[C:22]([O:21][C:3]1[C:2]([Cl:1])=[N:7][CH:6]=[C:5]([C:8]2[CH:20]=[CH:19][C:11]3[N:12]=[C:13]([NH:15][C:16](=[O:18])[CH3:17])[S:14][C:10]=3[CH:9]=2)[CH:4]=1)(=[O:23])[CH3:29]. Starting materials: ClC1=C(C=C(C=N1)C1=CC2=C(N=C(S2)NC(C)=O)C=C1)OCOCCOC (N-(6-(6-chloro-5-((2-methoxyethoxy)methoxy)pyridin-3-yl)benzo[d]thiazol-2-yl)acetamide), CC(=O)OC(=O)C (Ac2O), Cl (HCl), CC(=O)OC(=O)C (Ac2O). Reactants: CC(C)(C)[Si](C)(C)Cl, CN(C)C=O, COC(=O)C1CC(O)CN1C(=O)OC(C)(C)C, c1c[nH]cn1. The product is COC(=O)C1CC(O[Si](C)(C)C(C)(C)C)CN1C(=O)OC(C)(C)C. Reaction SMILES: [C:1]([CH3:2])([CH3:3])([CH3:4])[Si:5]([CH3:6])([CH3:7])[Cl:8].[O:31]=[CH:32][N:33]([CH3:34])[CH3:35].[OH:9][CH:10]1[CH2:11][CH:12]([C:22](=[O:23])[O:24][CH3:25])[N:13]([C:15](=[O:16])[O:17][C:18]([CH3:19])([CH3:20])[CH3:21])[CH2:14]1.[nH:26]1[cH:27][cH:28][n:29][cH:30]1>>[C:1]([CH3:2])([CH3:3])([CH3:4])[Si:5]([CH3:6])([CH3:7])[O:9][CH:10]1[CH2:11][CH:12]([C:22](=[O:23])[O:24][CH3:25])[N:13]([C:15](=[O:16])[O:17][C:18]([CH3:19])([CH3:20])[CH3:21])[CH2:14]1. Starting materials: N#CCCCCBr, O=C([O-])[O-], CN(C)C=O, [K+], [K+], O, CC(C)(C)OC(=O)N1CCC(C(=O)c2nc3ccccc3[nH]2)CC1. Product: CC(C)(C)OC(=O)N1CCC(C(=O)c2nc3ccccc3n2CCCCC#N)CC1. Reaction SMILES: [Br:25][CH2:26][CH2:27][CH2:28][CH2:29][C:30]#[N:31].[C:32](=[O:33])([O-:34])[O-:35].[CH3:38][N:39]([CH3:40])[CH:41]=[O:42].[K+:36].[K+:37].[OH2:43].[nH:1]1[c:2]([C:10](=[O:11])[CH:12]2[CH2:13][CH2:14][N:15]([C:18](=[O:19])[O:20][C:21]([CH3:22])([CH3:23])[CH3:24])[CH2:16][CH2:17]2)[n:3][c:4]2[c:5]1[cH:6][cH:7][cH:8][cH:9]2>>[n:1]1([CH2:26][CH2:27][CH2:28][CH2:29][C:30]#[N:31])[c:2]([C:10](=[O:11])[CH:12]2[CH2:13][CH2:14][N:15]([C:18](=[O:19])[O:20][C:21]([CH3:22])([CH3:23])[CH3:24])[CH2:16][CH2:17]2)[n:3][c:4]2[c:5]1[cH:6][cH:7][cH:8][cH:9]2. The reactants are P(=O)(Br)(Br)Br (phosphorus oxybromide), OC1=NC=C(C(=C1)C)[N+](=O)[O-] (2-hydroxy-4-methyl-5-nitropyridine). The solvent is ClCCCl (1,2-dichloroethane), ClCCCl (1,2-dichloroethane). Reaction conditions: time 4 hour. Product: BrC1=NC=C(C(=C1)C)[N+](=O)[O-] (2-Bromo-4-methyl-5-nitropyridine). Reaction SMILES: P(Br)(Br)([Br:3])=O.O[C:7]1[CH:12]=[C:11]([CH3:13])[C:10]([N+:14]([O-:16])=[O:15])=[CH:9][N:8]=1>ClCCCl>[Br:3][C:7]1[CH:12]=[C:11]([CH3:13])[C:10]([N+:14]([O-:16])=[O:15])=[CH:9][N:8]=1. Reported procedure: A solution of phosphorus oxybromide (14.4 g, 50 mmol) in 1,2-dichloroethane (50 mL) was added to a stirred suspension of 2-hydroxy-4-methyl-5-nitropyridine (5 g, 32.4 mmol) in 1,2-dichloroethane (50 mL) and the resulting mixture was heated to reflux. After 4 h, the reaction was cooled and quenched with water. The organic layer was dried (Na2SO4), filtered through a pad of silica eluting with chloroform and evaporated in vacuo to give the title compound as a yellow solid: